This data is from the Open Reaction Database (ORD), a public repository of structured organic reaction records. The task is: describe an organic reaction: reactants, conditions, products, and yield Starting materials: 1A, C1(=CC=CC=C1)C(N1C(C(C2=C(C=CC=C12)F)=O)=O)C1=CC=CC=C1 (1-(diphenylmethyl)-4-fluoro-1H-indole-2,3-dione), N1C(=O)C(=O)C2=CC=CC=C12 (isatin), O1C2=C(OCC1)C=C(C=C2)O (2,3-dihydrobenzo[b][1,4]dioxin-6-ol), CC=1SC2=C(N1)C=C(C=C2)O (2-methylbenzo[d]thiazol-5-ol). The product is C1(=CC=CC=C1)C(N1C(C(C2=C(C=CC=C12)F)(C1=CC2=C(OCCO2)C=C1O)O)=O)C1=CC=CC=C1 (1-(diphenylmethyl)-4-fluoro-3-hydroxy-3-(7-hydroxy-2,3-dihydro-1,4-benzodioxin-6-yl)-1,3-dihydro-2H-indol-2-one). RXN SMILES: [O:1]1[CH2:6][CH2:5][O:4][C:3]2[CH:7]=[C:8]([OH:11])[CH:9]=[CH:10][C:2]1=2.CC1SC2C=CC(O)=CC=2N=1.[C:23]1([CH:29]([C:42]2[CH:47]=[CH:46][CH:45]=[CH:44][CH:43]=2)[N:30]2[C:38]3[C:33](=[C:34]([F:39])[CH:35]=[CH:36][CH:37]=3)[C:32](=[O:40])[C:31]2=[O:41])[CH:28]=[CH:27][CH:26]=[CH:25][CH:24]=1.N1C2C(=CC=CC=2)C(=O)C1=O>>[C:42]1([CH:29]([C:23]2[CH:28]=[CH:27][CH:26]=[CH:25][CH:24]=2)[N:30]2[C:38]3[C:33](=[C:34]([F:39])[CH:35]=[CH:36][CH:37]=3)[C:32]([OH:40])([C:9]3[C:8]([OH:11])=[CH:7][C:3]4[O:4][CH2:5][CH2:6][O:1][C:2]=4[CH:10]=3)[C:31]2=[O:41])[CH:43]=[CH:44][CH:45]=[CH:46][CH:47]=1. Procedure: Following the procedure as described in PREPARATION 1A and making non-critical variations using 2,3-dihydrobenzo[b][1,4]dioxin-6-ol to replace 2-methylbenzo[d]thiazol-5-ol, and 1-(diphenylmethyl)-4-fluoro-1H-indole-2,3-dione to replace isatin, 1-(diphenylmethyl)-4-fluoro-3-hydroxy-3-(7-hydroxy-2,3-dihydro-1,4-benzodioxin-6-yl)-1,3-dihydro-2H-indol-2-one was obtained (83%) as a colourless solid: mp 209-211° C. (dec.); 1H NMR (300 MHz, DMSO-d6) δ 9.15 (s, 1H), 7.43-7.27 (m, 11H), 7.01 (ddd, J=8.2,... Starting materials: CC1=C(C(=O)OC)C=C(C(=C1)OCC)S(=O)(=O)C (methyl 2-methyl-4-ethoxy-5-methylsulfonylbenzoate), NC(=N)N (guanidine). Run in CO (methanol). The product is NC(=NC(C1=C(C=C(C(=C1)S(=O)(=O)C)OCC)C)=O)N (N-diaminomethylene-2-methyl-4-ethoxy-5-methylsulfonylbenzamide). As a reaction SMILES: [CH3:1][C:2]1[CH:11]=[C:10]([O:12][CH2:13][CH3:14])[C:9]([S:15]([CH3:18])(=[O:17])=[O:16])=[CH:8][C:3]=1[C:4](OC)=[O:5].[NH2:19][C:20]([NH2:22])=[NH:21]>CO>[NH2:21][C:20]([NH2:22])=[N:19][C:4](=[O:5])[C:3]1[CH:8]=[C:9]([S:15]([CH3:18])(=[O:17])=[O:16])[C:10]([O:12][CH2:13][CH3:14])=[CH:11][C:2]=1[CH3:1]. Procedure: A solution of 1.4 g of methyl 2-methyl-4-ethoxy-5-methylsulfonylbenzoate (obtainable by reaction of 2-methyl-4-chloro-5-methylsulfonylbenzoic acid with sodium ethoxide and subsequent esterification) and 1.5 g of guanidine in 50 ml of methanol is boiled for five hours and the solvent is then removed. The residue is treated with water, and the crystallizate which remains is filtered off with suction and treated with dilute sodium hydroxide solution. The solid residue is filtered off and recrystall... Reactants: FC=1C=CC(=NC1)C1=C(C=CC(=C1)[N+](=O)[O-])F (5-fluoro-2-(2-fluoro-5-nitrophenyl)pyridine). Reagents/catalysts: [Pt](=O)=O (platinum(IV) oxide). The solvent is C(C)O (ethanol), ClCCl (dichloromethane). Conditions: time 1 hour. Product: FC1=C(C=C(C=C1)N)C1=NC=C(C=C1)F (4-fluoro-3-(5-fluoropyridin-2-yl)phenylamine). As a reaction SMILES: [F:1][C:2]1[CH:3]=[CH:4][C:5]([C:8]2[CH:13]=[C:12]([N+:14]([O-])=O)[CH:11]=[CH:10][C:9]=2[F:17])=[N:6][CH:7]=1>C(O)C.ClCCl.[Pt](=O)=O>[F:17][C:9]1[CH:10]=[CH:11][C:12]([NH2:14])=[CH:13][C:8]=1[C:5]1[CH:4]=[CH:3][C:2]([F:1])=[CH:7][N:6]=1. Procedure details: To a solution of 5-fluoro-2-(2-fluoro-5-nitrophenyl)pyridine (1.23 g) in ethanol (70 ml) and dichloromethane (30 ml) was added platinum(IV) oxide (150 mg) and the mixture shaken on a Parr hydrogenation apparatus under an atmosphere of hydrogen at 45 psi for 1 h. Filtration and evaporation of the filtrate afforded 4-fluoro-3-(5-fluoropyridin-2-yl)phenylamine: MS (ES+) m/z 207. The reactants are FC1=CC=C(C=C1)O (4-Fluoro-phenol), ClC1=NC(=CC2=C(C=CC=C12)OC)NC1=NNC(=C1)C ((1-chloro-5-methoxy-isoquinolin-3-yl)-(5-methyl-1H-pyrazol-3-yl)-amine). The product is FC1=CC=C(OC2=NC(=CC3=C(C=CC=C23)OC)NC2=NNC(=C2)C)C=C1 ([1-(4-fluoro-phenoxy)-5-methoxy-isoquinolin-3-yl]-(5-methyl-1H-pyrazol-3-yl)-amine). As a reaction SMILES: [F:1][C:2]1[CH:7]=[CH:6][C:5]([OH:8])=[CH:4][CH:3]=1.Cl[C:10]1[C:19]2[C:14](=[C:15]([O:20][CH3:21])[CH:16]=[CH:17][CH:18]=2)[CH:13]=[C:12]([NH:22][C:23]2[CH:27]=[C:26]([CH3:28])[NH:25][N:24]=2)[N:11]=1>>[F:1][C:2]1[CH:7]=[CH:6][C:5]([O:8][C:10]2[C:19]3[C:14](=[C:15]([O:20][CH3:21])[CH:16]=[CH:17][CH:18]=3)[CH:13]=[C:12]([NH:22][C:23]3[CH:27]=[C:26]([CH3:28])[NH:25][N:24]=3)[N:11]=2)=[CH:4][CH:3]=1. Reported procedure: Similar procedure as described in example 10 was used, starting from 4-Fluoro-phenol and (1-chloro-5-methoxy-isoquinolin-3-yl)-(5-methyl-1H-pyrazol-3-yl)-amine to give [1-(4-fluoro-phenoxy)-5-methoxy-isoquinolin-3-yl]-(5-methyl-1H-pyrazol-3-yl)-amine. LC-MS m/e 365(MH+).